This data is from the Open Reaction Database (ORD), a public repository of structured organic reaction records. The task is: describe an organic reaction: reactants, conditions, products, and yield Starting materials: ClC1=C(C=C2CC(NC2=C1)=O)F (6-chloro-5-fluoro-1,3-dihydro-indol-2-one), COC(C(CC)(CC)OC1=C(C=C(C=C1)Cl)C=O)=O (2-(4-chloro-2-formyl-phenoxy)-2-ethyl-butyric acid methyl ester), N1CCCC1 (pyrrolidine). Solvent: CO (methanol). Run at temperature 70 celsius. Yields the product COC(C(CC)(CC)OC1=C(C=C(C=C1)Cl)\C=C\1/C(NC2=CC(=C(C=C12)F)Cl)=O)=O (Z-2-[4-chloro-2-(6-chloro-5-fluoro-2-oxo-1,2-dihydro-indol-3-ylidenemethyl)-phenoxy]-2-ethyl-butyric acid methyl ester). RXN SMILES: [Cl:1][C:2]1[CH:10]=[C:9]2[C:5]([CH2:6][C:7](=[O:11])[NH:8]2)=[CH:4][C:3]=1[F:12].[CH3:13][O:14][C:15](=[O:31])[C:16]([O:21][C:22]1[CH:27]=[CH:26][C:25]([Cl:28])=[CH:24][C:23]=1[CH:29]=O)([CH2:19][CH3:20])[CH2:17][CH3:18].N1CCCC1>CO>[CH3:13][O:14][C:15](=[O:31])[C:16]([O:21][C:22]1[CH:27]=[CH:26][C:25]([Cl:28])=[CH:24][C:23]=1/[CH:29]=[C:6]1\[C:7](=[O:11])[NH:8][C:9]2[C:5]\1=[CH:4][C:3]([F:12])=[C:2]([Cl:1])[CH:10]=2)([CH2:17][CH3:18])[CH2:19][CH3:20]. Procedure: To the mixture of 6-chloro-5-fluoro-1,3-dihydro-indol-2-one (500 mg, 2.7 mmol) and 2-(4-chloro-2-formyl-phenoxy)-2-ethyl-butyric acid methyl ester (844 mg, 2.97 mmol) in methanol (5 mL) was added pyrrolidine (95 mg, 1.35 mmol) dropwise. The mixture was then heated at 70° C. for 1 h. After cooled to room temperature, the mixture was partitioned between EtOAc and diluted HCl solution. The organic phase was washed with water, brine, dried over anhydrous Na2SO4 and concentrated to give the crude pro... Starting materials: C(C)(C)(C)OC(=O)NCC1CN(CC1)CCN (2-(3-tert-Butoxycarbonylaminomethylpyrrolidin-1-yl)ethylamine), C(C1=CC=CC=C1)(=O)Cl (benzoyl chloride), NC1=CC(=C(C(=O)O)C=C1Cl)OC (4-amino-5-chloro-2-methoxybenzoic acid). The product is NC1=CC(=C(C(=O)NCC2CN(CC2)CCNC(C2=CC=CC=C2)=O)C=C1Cl)OC (4 -amino-N-(1-(2-benzoylaminoethyl)pyrrolidin-3-ylmethyl)-5-chloro-2-methoxybenzamide). RXN SMILES: C(O[C:6]([NH:8][CH2:9][CH:10]1[CH2:14][CH2:13][N:12]([CH2:15][CH2:16][NH2:17])[CH2:11]1)=[O:7])(C)(C)C.[C:18](Cl)(=[O:25])[C:19]1[CH:24]=[CH:23][CH:22]=[CH:21][CH:20]=1.[NH2:27][C:28]1[C:36]([Cl:37])=[CH:35][C:31](C(O)=O)=[C:30]([O:38][CH3:39])[CH:29]=1>>[NH2:27][C:28]1[C:36]([Cl:37])=[CH:35][C:31]([C:6]([NH:8][CH2:9][CH:10]2[CH2:14][CH2:13][N:12]([CH2:15][CH2:16][NH:17][C:18](=[O:25])[C:19]3[CH:24]=[CH:23][CH:22]=[CH:21][CH:20]=3)[CH2:11]2)=[O:7])=[C:30]([O:38][CH3:39])[CH:29]=1. Procedure: 2-(3-tert-Butoxycarbonylaminomethylpyrrolidin-1-yl)ethylamine (1 g) as starting compound was reacted and treated in the same manner as in Example 1 using benzoyl chloride (0.47 ml) and 4-amino-5-chloro-2-methoxybenzoic acid (0.83 g) to give 4 -amino-N-(1-(2-benzoylaminoethyl)pyrrolidin-3-ylmethyl)-5-chloro-2-methoxybenzamide.